From a dataset of the Open Reaction Database (ORD), a public repository of structured organic reaction records. describe an organic reaction: reactants, conditions, products, and yield Starting materials: CCOCC (Ether), C(CCCCCCC\C=C/C\C=C/CCCCC)C(O)CCCCCCCC\C=C/C\C=C/CCCCC (dilinoleyl methanol), C([O-])([O-])=O.[K+].[K+] (potassium carbonate), [Cr](=O)(=O)([O-])Cl.[NH+]1=CC=CC=C1 (pyridinium chlorochromate). The solvent is C(Cl)Cl (CH2Cl2). Run at time 2 hour. The product is C(CCCCCCC\C=C/C\C=C/CCCCC)C(=O)CCCCCCCC\C=C/C\C=C/CCCCC (Dilinoleyl Ketone). As a reaction SMILES: [CH2:1]([CH:19]([CH2:21][CH2:22][CH2:23][CH2:24][CH2:25][CH2:26][CH2:27][CH2:28]/[CH:29]=[CH:30]\[CH2:31]/[CH:32]=[CH:33]\[CH2:34][CH2:35][CH2:36][CH2:37][CH3:38])[OH:20])[CH2:2][CH2:3][CH2:4][CH2:5][CH2:6][CH2:7][CH2:8]/[CH:9]=[CH:10]\[CH2:11]/[CH:12]=[CH:13]\[CH2:14][CH2:15][CH2:16][CH2:17][CH3:18].C(=O)([O-])[O-].[K+].[K+].[Cr](Cl)([O-])(=O)=O.[NH+]1C=CC=CC=1.CCOCC>C(Cl)Cl>[CH2:1]([C:19]([CH2:21][CH2:22][CH2:23][CH2:24][CH2:25][CH2:26][CH2:27][CH2:28]/[CH:29]=[CH:30]\[CH2:31]/[CH:32]=[CH:33]\[CH2:34][CH2:35][CH2:36][CH2:37][CH3:38])=[O:20])[CH2:2][CH2:3][CH2:4][CH2:5][CH2:6][CH2:7][CH2:8]/[CH:9]=[CH:10]\[CH2:11]/[CH:12]=[CH:13]\[CH2:14][CH2:15][CH2:16][CH2:17][CH3:18] |f:1.2.3,4.5|. Procedure: To a mixture of dilinoleyl methanol (4.0 g, 7.2 mmol) and anhydrous potassium carbonate (0.4 g) in 100 mL of CH2Cl2 was added pyridinium chlorochromate (PCC, 4.0 g, 19 mmol). The resulting suspension was stirred at room temperature for 2 hours. Ether (300 mL) was then added into the mixture, and the resulting brown suspension was filtered through a pad of silica gel (150 mL). The silica gel pad was further washed with ether (3×75 mL). The ether filtrate and washes were combined. Evaporation of t... The reactants are O (Water), C1=CC=CC=2C3=CC=CC=C3NC12 (carbazole), ClC(C)(C)C (2-chloro-2-methylpropane), ClC(C)(C)C (2-chloro-2-methylpropane). Reagents/catalysts: [Cl-].[Zn+2].[Cl-] (zinc (II) chloride). Solvent: [N+](=O)([O-])C (nitromethane). Run at time 15 minute. The product is C(C)(C)(C)C=1C=CC=2NC3=CC=C(C=C3C2C1)C(C)(C)C (3,6-di-tert-butylcarbazole). Isolated yield 45.0%. Reaction SMILES: [CH:1]1[C:13]2[NH:12][C:11]3[C:6](=[CH:7][CH:8]=[CH:9][CH:10]=3)[C:5]=2[CH:4]=[CH:3][CH:2]=1.Cl[C:15]([CH3:18])([CH3:17])[CH3:16].O>[N+](C)([O-])=O.[Cl-].[Zn+2].[Cl-]>[C:15]([C:3]1[CH:2]=[CH:1][C:13]2[NH:12][C:11]3[C:6]([C:5]=2[CH:4]=1)=[CH:7][C:8]([C:5]([CH3:6])([CH3:13])[CH3:4])=[CH:9][CH:10]=3)([CH3:18])([CH3:17])[CH3:16] |f:4.5.6|. Procedure details: To a solution of carbazole (6.6 g, 39.5 mmol) and zinc (II) chloride (16.2 g, 118.8 mmol) in nitromethane (100.0 ml) was added dropwise 2-chloro-2-methylpropane (11.1 g, 120.0 mmol) under nitrogen atmosphere and stirring. The addition of 2-chloro-2-methylpropane was carried out over a 15 minute period. The mixture was stirred at room temperature for 24 hours. Water (100.0 ml) was then added. The product was extracted with dichloromethane (3×60.0 ml). The organic layer was washed with water (3×10... Reactants: Cl (hydrochloric acid), COC1=C(CN)C=CC(=C1)OC (2,4-dimethoxybenzylamine), N1=CC=CC=C1 (pyridine), FC=1C=C(C=CC1F)S(=O)(=O)Cl (3,4-difluorobenzenesulfonyl chloride). Run in ClCCl (dichloromethane). Reaction conditions: time 16 hour. Product: COC1=C(CNS(=O)(=O)C2=CC(=C(C=C2)F)F)C=CC(=C1)OC (N-(2,4-dimethoxybenzyl)-3,4-difluorobenzenesulfonamide). The yield is 100.0%. As a reaction SMILES: [CH3:1][O:2][C:3]1[CH:10]=[C:9]([O:11][CH3:12])[CH:8]=[CH:7][C:4]=1[CH2:5][NH2:6].N1C=CC=CC=1.[F:19][C:20]1[CH:21]=[C:22]([S:27](Cl)(=[O:29])=[O:28])[CH:23]=[CH:24][C:25]=1[F:26].Cl>ClCCl>[CH3:1][O:2][C:3]1[CH:10]=[C:9]([O:11][CH3:12])[CH:8]=[CH:7][C:4]=1[CH2:5][NH:6][S:27]([C:22]1[CH:23]=[CH:24][C:25]([F:26])=[C:20]([F:19])[CH:21]=1)(=[O:29])=[O:28]. Procedure: To a solution of 2,4-dimethoxybenzylamine (3.35 mL, 22.3 mmol) and pyridine (9.02 mL, 111.5 mmol) in dichloromethane (75 mL), 3,4-difluorobenzenesulfonyl chloride (3.04 mL, 22.3 mmol) was added with cooling on ice, and the reaction solution was stirred at room temperature for 16 hours. To the reaction solution, 2 M hydrochloric acid (100 mL) was added, and an organic layer was extracted. The thus obtained organic layer was dried over anhydrous sodium sulfate and vacuum concentrated to yield the ...